This data is from the Open Reaction Database (ORD), a public repository of structured organic reaction records. The task is: describe an organic reaction: reactants, conditions, products, and yield RXN SMILES: [NH2:1][C:2]1[C:11]2[C:6](=[CH:7][CH:8]=[CH:9][C:10]=2[O:12][CH2:13][C@@H:14]2[CH2:18][CH2:17][CH2:16][NH:15]2)[N:5]=[C:4]([CH3:19])[C:3]=1[C:20]([O:22][CH2:23][CH3:24])=[O:21].[CH:25]1([C:31](O)=[O:32])[CH2:30][CH2:29][CH2:28][CH2:27][CH2:26]1>>[NH2:1][C:2]1[C:11]2[C:6](=[CH:7][CH:8]=[CH:9][C:10]=2[O:12][CH2:13][C@@H:14]2[CH2:18][CH2:17][CH2:16][N:15]2[C:31]([CH:25]2[CH2:30][CH2:29][CH2:28][CH2:27][CH2:26]2)=[O:32])[N:5]=[C:4]([CH3:19])[C:3]=1[C:20]([O:22][CH2:23][CH3:24])=[O:21]. Reported procedure: Prepared as in Example 24a from (S)-ethyl 4-amino-2-methyl-5-(pyrrolidin-2-ylmethoxy)quinoline-3-carboxylate (Example 89b) and cyclohexanecarboxylic acid as brown solid (46%). MS 440 (MH+). The product is NC1=C(C(=NC2=CC=CC(=C12)OC[C@H]1N(CCC1)C(=O)C1CCCCC1)C)C(=O)OCC ((S)-ethyl 4-amino-5-((1-(cyclohexanecarbonyl)pyrrolidin-2-yl)methoxy)-2-methylquinoline-3-carboxylate). Reactants: NC1=C(C(=NC2=CC=CC(=C12)OC[C@H]1NCCC1)C)C(=O)OCC ((S)-ethyl 4-amino-2-methyl-5-(pyrrolidin-2-ylmethoxy)quinoline-3-carboxylate), C1(CCCCC1)C(=O)O (cyclohexanecarboxylic acid). The reactants are CC=1C(N(C(NN1)=O)C(=O)C1=CC=CC=C1)=O (6-methyl-4-(phenylcarbonyl)-1,2,4-triazine-3,5(2H,4H)-dione), C([O-])([O-])=O.[K+].[K+] (potassium carbonate), BrCCC(OC)OC (3-bromo-1,1-bis(methyloxy)propane). Run in CN(C=O)C (N,N-Dimethylformamide). Reaction conditions: time 8 hour. Product: COC(CCN1N=C(C(N(C1=O)C(=O)C1=CC=CC=C1)=O)C)OC (2-[3,3-bis(methyloxy)propyl]-6-methyl-4-(phenylcarbonyl)-1,2,4-triazine-3,5(2H,4H)-dione). Isolated yield 70.9%. As a reaction SMILES: [CH3:1][C:2]1[C:3](=[O:17])[N:4]([C:9]([C:11]2[CH:16]=[CH:15][CH:14]=[CH:13][CH:12]=2)=[O:10])[C:5](=[O:8])[NH:6][N:7]=1.C(=O)([O-])[O-].[K+].[K+].Br[CH2:25][CH2:26][CH:27]([O:30][CH3:31])[O:28][CH3:29]>CN(C)C=O>[CH3:29][O:28][CH:27]([O:30][CH3:31])[CH2:26][CH2:25][N:6]1[C:5](=[O:8])[N:4]([C:9]([C:11]2[CH:12]=[CH:13][CH:14]=[CH:15][CH:16]=2)=[O:10])[C:3](=[O:17])[C:2]([CH3:1])=[N:7]1 |f:1.2.3|. Reported procedure: To a solution of 6-methyl-4-(phenylcarbonyl)-1,2,4-triazine-3,5(2H,4H)-dione (P2, 90 mg, 0.389 mmol) in N,N-Dimethylformamide (DMF) (0.6 mL), potassium carbonate (64.6 mg, 0.467 mmol) and 3-bromo-1,1-bis(methyloxy)propane (commercially available from Aldrich, 0.071 mL, 0.467 mmol), were added and the mixture was stirred at rt overnight. The day after the reaction mixture was quenched with water and diluted with AcOEt. Organic phase was washed with water and brine, dried over Na2SO4 and evaporate... Starting materials: O.[OH-].[Li+] (Lithium hydroxide monohydrate), [Si](C)(C)(C(C)(C)C)OCC(/C=C/C(=O)OC)CC=C (methyl (2E)-4-({[tert-butyl(dimethyl)silyl]oxy}methyl)hepta-2,6-dienoate). Run in O1CCCC1.CO.O (tetrahydrofuran methanol water). Reaction conditions: time 6 hour. Product: [Si](C)(C)(C(C)(C)C)OCC(/C=C/C(=O)O)CC=C ((2E)-4-({[tert-butyl(dimethyl)silyl]oxy}methyl)hepta-2,6-dienoic acid). Reaction SMILES: O.[OH-].[Li+].[Si:4]([O:11][CH2:12][CH:13]([CH2:20][CH:21]=[CH2:22])/[CH:14]=[CH:15]/[C:16]([O:18]C)=[O:17])([C:7]([CH3:10])([CH3:9])[CH3:8])([CH3:6])[CH3:5]>O1CCCC1.CO.O>[Si:4]([O:11][CH2:12][CH:13]([CH2:20][CH:21]=[CH2:22])/[CH:14]=[CH:15]/[C:16]([OH:18])=[O:17])([C:7]([CH3:10])([CH3:9])[CH3:8])([CH3:5])[CH3:6] |f:0.1.2,4.5.6|. Reported procedure: Lithium hydroxide monohydrate (2.52 g, 60.0 mmol) was added to a tetrahydrofuran:methanol:water (3:1:1, 100 mL) mixed solution of methyl (2E)-4-({[tert-butyl(dimethyl)silyl]oxy}methyl)hepta-2,6-dienoate (5.69 g, 20.0 mmol), and the mixture was stirred at room temperature for 6 hours. The reaction solution was concentrated under reduced pressure. To the residue, water was then added, followed by extraction with methylene chloride. The aqueous layer was made acidic by the addition of 10% hydrochlo...